From a dataset of the Open Reaction Database (ORD), a public repository of structured organic reaction records. describe an organic reaction: reactants, conditions, products, and yield Starting materials: C1(CCCC1)S(=O)(=O)C=1C=C(C=CC1)C#CCCCOCCCCCCN1C(O[C@@H](C1)C1=CC2=C(OC(OC2)(C)C)C=C1)=O ((5R)-3-[6-({5-[3-(cyclopentylsulfonyl)phenyl]-4-pentyn-1-yl}oxy)hexyl]-5-(2,2-dimethyl-4H-1,3-benzodioxin-6-yl)-1,3-oxazolidin-2-one), [H][H] (hydrogen). The reagents and catalysts are [Pt]=O (platinum oxide). Run in CCO (EtOH), CCOC(=O)C (EtOAc). Yields the product C1(CCCC1)S(=O)(=O)C=1C=C(C=CC1)CCCCCOCCCCCCN1C(O[C@@H](C1)C1=CC2=C(OC(OC2)(C)C)C=C1)=O ((5R)-3-[6-({5-[3-(Cyclopentylsulfonyl)phenyl]pentyl}oxy)hexyl]-5-(2,2-dimethyl-4H-1,3-benzodioxin-6-yl)-1,3-oxazolidin-2-one). The yield is 92.4%. Reaction SMILES: [CH:1]1([S:6]([C:9]2[CH:10]=[C:11]([C:15]#[C:16][CH2:17][CH2:18][CH2:19][O:20][CH2:21][CH2:22][CH2:23][CH2:24][CH2:25][CH2:26][N:27]3[CH2:31][C@@H:30]([C:32]4[CH:43]=[CH:42][C:35]5[O:36][C:37]([CH3:41])([CH3:40])[O:38][CH2:39][C:34]=5[CH:33]=4)[O:29][C:28]3=[O:44])[CH:12]=[CH:13][CH:14]=2)(=[O:8])=[O:7])[CH2:5][CH2:4][CH2:3][CH2:2]1.[H][H]>CCOC(C)=O.CCO.[Pt]=O>[CH:1]1([S:6]([C:9]2[CH:10]=[C:11]([CH2:15][CH2:16][CH2:17][CH2:18][CH2:19][O:20][CH2:21][CH2:22][CH2:23][CH2:24][CH2:25][CH2:26][N:27]3[CH2:31][C@@H:30]([C:32]4[CH:43]=[CH:42][C:35]5[O:36][C:37]([CH3:40])([CH3:41])[O:38][CH2:39][C:34]=5[CH:33]=4)[O:29][C:28]3=[O:44])[CH:12]=[CH:13][CH:14]=2)(=[O:7])=[O:8])[CH2:2][CH2:3][CH2:4][CH2:5]1. Reported procedure: A solution of (5R)-3-[6-({5-[3-(cyclopentylsulfonyl)phenyl]-4-pentyn-1-yl}oxy)hexyl]-5-(2,2-dimethyl-4H-1,3-benzodioxin-6-yl)-1,3-oxazolidin-2-one (215 mg) in EtOAc (10 ml) and EtOH (10 ml) was hydrogenated over platinum oxide (30 mg). When hydrogen uptake had ceased the mixture was filtered through celite and the solvent was evaporated in vacuo to give the title compound (200 mg). LCMS RT=3.83 min. Starting materials: OC1=CC=C(C=C1)C(C)(CC)C1=CC=C(C=C1)O (2,2-bis-(4-hydroxyphenyl)-butane), CC(C)=C (isobutylene). The solvent is C1(=CC=CC=C1)C (toluene). The product is OC=1C=C2C(CC(C2=CC1)(CC)C)(C)C (5-hydroxy-1,3,3-trimethyl-1-ethyl indane). As a reaction SMILES: OC1[CH:7]=[CH:6][C:5]([C:8]([C:12]2[CH:17]=[CH:16][C:15]([OH:18])=[CH:14][CH:13]=2)([CH2:10][CH3:11])[CH3:9])=CC=1.[CH3:19]C(=C)C>C1(C)C=CC=CC=1>[OH:18][C:15]1[CH:16]=[C:17]2[C:12](=[CH:13][CH:14]=1)[C:8]([CH3:9])([CH2:10][CH3:11])[CH2:5][C:6]2([CH3:7])[CH3:19]. Procedure details: 121 g (0.5 mol) of 2,2-bis-(4-hydroxyphenyl)-butane, 22 g of an acid-activated fuller's earth and 90 g (1.6 mol) of isobutylene are stirred in an autoclave for 6 hours at 180° C. After cooling, the reaction mixture is taken up in 150 ml of toluene, the catalyst filtered off and the solvent evaporated. The residue is fractionated through a 1 meter glass-packed column, giving at a boiling temperature of 155° to 160° C./12 Torr 37 g of a fraction from which 24.8 g (20 % of the theoretical) of 5-hyd... Product: CNCC1CCC=CO1. Reactants: CN, [H][H], C1CCOC1, O=CC1CCC=CO1. Reaction SMILES: [CH3:9][NH2:10].[H:11][H:12].[O:13]1[CH2:14][CH2:15][CH2:16][CH2:17]1.[O:1]1[CH:2]([CH:7]=[O:8])[CH2:3][CH2:4][CH:5]=[CH:6]1>>[O:1]1[CH:2]([CH2:7][NH:10][CH3:9])[CH2:3][CH2:4][CH:5]=[CH:6]1. Starting materials: [BH4-], COC(=O)c1cc(Br)nc(Br)c1, CCO, Cl, [Na+]. Product: OCc1cc(Br)nc(Br)c1. As a reaction SMILES: [BH4-:13].[Br:1][c:2]1[cH:3][c:4]([C:5](=[O:6])[O:7][CH3:8])[cH:9][c:10]([Br:12])[n:11]1.[CH3:16][CH2:17][OH:18].[ClH:15].[Na+:14]>>[Br:1][c:2]1[cH:3][c:4]([CH2:5][OH:6])[cH:9][c:10]([Br:12])[n:11]1.